The task is: describe an organic reaction: reactants, conditions, products, and yield. This data is from the Open Reaction Database (ORD), a public repository of structured organic reaction records. The reactants are O1C(=CC=C1)C(=O)C1C(NC2=CC=CC=C12)=O (3-(2-furoyl)-2-oxindole), C(C)(=O)OC(C)=O (acetic anhydride). Product: C(C)(=O)N1C(C(C2=CC=CC=C12)C(=O)C=1OC=CC1)=O (1-Acetyl-3-(2-furoyl)-2-oxindole). Isolated yield 73.0%. Reaction SMILES: [O:1]1[CH:5]=[CH:4][CH:3]=[C:2]1[C:6]([CH:8]1[C:16]2[C:11](=[CH:12][CH:13]=[CH:14][CH:15]=2)[NH:10][C:9]1=[O:17])=[O:7].[C:18](OC(=O)C)(=[O:20])[CH3:19]>>[C:18]([N:10]1[C:11]2[C:16](=[CH:15][CH:14]=[CH:13][CH:12]=2)[CH:8]([C:6]([C:2]2[O:1][CH:5]=[CH:4][CH:3]=2)=[O:7])[C:9]1=[O:17])(=[O:20])[CH3:19]. Reported procedure: Acetylation of 3-(2-furoyl)-2-oxindole with acetic anhydride, substantially according to the procedure of Example 1, afforded a 73% yield of the title compound, m.p. 137.5°-138.5° C. The reactants are CN1CCN(CCCBr)CC1, Br, Br, Cc1ccccc1, O=C1NC2CC3CC(C2)CC1C3, [Na+], [OH-], O. The product is CN1CCN(CCCN2C(=O)C3CC4CC(C3)CC2C4)CC1. RXN SMILES: [Br:24][CH2:25][CH2:26][CH2:27][N:28]1[CH2:29][CH2:30][N:31]([CH3:34])[CH2:32][CH2:33]1.[BrH:22].[BrH:23].[CH3:13][c:14]1[cH:15][cH:16][cH:17][cH:18][cH:19]1.[CH:1]12[CH2:2][CH:3]3[NH:4][C:5](=[O:12])[CH:6]([CH2:7][CH:8]([CH2:9]1)[CH2:10]3)[CH2:11]2.[Na+:21].[OH-:20].[OH2:35]>>[CH:1]12[CH2:2][CH:3]3[N:4]([CH2:25][CH2:26][CH2:27][N:28]4[CH2:29][CH2:30][N:31]([CH3:34])[CH2:32][CH2:33]4)[C:5](=[O:12])[CH:6]([CH2:7][CH:8]([CH2:9]1)[CH2:10]3)[CH2:11]2. The reactants are olefin, BrC=1C=C(\C=C\2/CCC=3N(C(=CC32)C(=O)OC)S(=O)(=O)C3=CC=C(C)C=C3)C=CC1 ((E)-methyl 4-(3-bromobenzylidene)-1-tosyl-1,4,5,6-tetrahydrocyclopenta[b]pyrrole-2-carboxylate), CC=1C2=C(N(C1C(=O)O)S(=O)(=O)C1=CC=C(C)C=C1)CCC2=O.O=C2CCC=1NC(=CC12)C(=O)OC (methyl 4-oxo-1,4,5,6-tetrahydrocyclopenta[b]pyrrole-2-carboxylate (methyl 4-oxo-1-tosyl-1,4,5,6-tetrahydrocyclopenta[b]pyrrole-2-carboxylate)), BrC=1C=C(C[Mg]Br)C=CC1 (3-bromobenzylmagnesium bromide), O1C(=CC=C1)B(O)O (furan-2-boronic acid). Product: O1C(=CC=C1)C=1C=C(CC2CCC=3NC(=CC32)C(=O)OC)C=CC1 (methyl 4-(3-(furan-2-yl)benzyl)-1,4,5,6-tetrahydrocyclopenta[b]pyrrole-2-carboxylate), O1C(=CC=C1)C=1C=C(\C=C\2/CCC=3N(C(=CC32)C(=O)OC)S(=O)(=O)C3=CC=C(C)C=C3)C=CC1 ((E)-methyl 4-(3-(furan-2-yl)benzylidene)-1-tosyl-1,4,5,6-tetrahydrocyclopenta[b]pyrrole-2-carboxylate). Reaction SMILES: C[C:2]1[C:3]2[C:22](=[O:23])CCC=2N(S(C2C=CC(C)=CC=2)(=O)=O)[C:6]=1C(O)=O.O=C1C2[CH:31]=[C:30]([C:33]([O:35][CH3:36])=O)NC=2CC1.BrC1C=C(C=CC=1)C[Mg]Br.Br[C:48]1[CH:49]=[C:50]([CH:74]=[CH:75][CH:76]=1)/[CH:51]=[C:52]1\[CH2:53][CH2:54][C:55]2[N:56]([S:64]([C:67]3[CH:73]=[CH:72][C:70]([CH3:71])=[CH:69][CH:68]=3)(=[O:66])=[O:65])[C:57]([C:60]([O:62][CH3:63])=[O:61])=[CH:58][C:59]\1=2.O1C=CC=C1B(O)O>>[O:23]1[CH:22]=[CH:3][CH:2]=[C:6]1[C:48]1[CH:49]=[C:50]([CH:74]=[CH:75][CH:76]=1)[CH2:51][CH:52]1[C:59]2[CH:58]=[C:57]([C:60]([O:62][CH3:63])=[O:61])[NH:56][C:55]=2[CH2:54][CH2:53]1.[O:35]1[CH:33]=[CH:30][CH:31]=[C:36]1[C:48]1[CH:49]=[C:50]([CH:74]=[CH:75][CH:76]=1)/[CH:51]=[C:52]1\[CH2:53][CH2:54][C:55]2[N:56]([S:64]([C:67]3[CH:68]=[CH:69][C:70]([CH3:71])=[CH:72][CH:73]=3)(=[O:66])=[O:65])[C:57]([C:60]([O:62][CH3:63])=[O:61])=[CH:58][C:59]\1=2 |f:0.1|. Procedure details: The title compound was synthesized in four steps. First, tosyl protected methyl 4-oxo-1,4,5,6-tetrahydrocyclopenta[b]pyrrole-2-carboxylate (methyl 4-oxo-1-tosyl-1,4,5,6-tetrahydrocyclopenta[b]pyrrole-2-carboxylate) (1.50 g, 8.37 mmol) was reacted with 3-bromobenzylmagnesium bromide (15 mL, 3.75 mmol) according to General Procedure 3 to give exo olefin-containing compound (E)-methyl 4-(3-bromobenzylidene)-1-tosyl-1,4,5,6-tetrahydrocyclopenta[b]pyrrole-2-carboxylate, followed by coupling with fura... Yields the product COCCCNCc1noc(C(CCCC2CCCCC2)CC(=O)OC(C)(C)C)n1. Reactants: COCCCN, Cc1ccc(S(=O)(=O)OCc2noc(C(CCCC3CCCCC3)CC(=O)OC(C)(C)C)n2)cc1. As a reaction SMILES: [CH3:36][O:37][CH2:38][CH2:39][CH2:40][NH2:41].[CH:1]1([CH2:7][CH2:8][CH2:9][CH:10]([CH2:11][C:12](=[O:13])[O:14][C:15]([CH3:16])([CH3:17])[CH3:18])[c:19]2[n:20][c:21]([CH2:24][O:25][S:26]([c:27]3[cH:28][cH:29][c:30]([CH3:31])[cH:32][cH:33]3)(=[O:34])=[O:35])[n:22][o:23]2)[CH2:2][CH2:3][CH2:4][CH2:5][CH2:6]1>>[CH:1]1([CH2:7][CH2:8][CH2:9][CH:10]([CH2:11][C:12](=[O:13])[O:14][C:15]([CH3:16])([CH3:17])[CH3:18])[c:19]2[n:20][c:21]([CH2:24][NH:41][CH2:40][CH2:39][CH2:38][O:37][CH3:36])[n:22][o:23]2)[CH2:2][CH2:3][CH2:4][CH2:5][CH2:6]1. Reactants: ketal, CS(=O)(=O)C1=CC=C(C=C1)N1CCC2(OCCO2)CC1 (8-[4-(Methylsulfonyl)phenyl]-1,4-dioxa-8-azaspiro[4.5]decane), OS(=O)(=O)O.O1CCCC1 (H2SO4 tetrahydrofuran). The solvent is O (water). Reaction conditions: time 4 hour. The product is CS(=O)(=O)C1=CC=C(C=C1)N1CCC(CC1)=O (1-[4-(Methylsulfonyl)phenyl]-4-piperidinone). Yield: 91.0%. Reaction SMILES: [CH3:1][S:2]([C:5]1[CH:10]=[CH:9][C:8]([N:11]2[CH2:20][CH2:19][C:14]3(OCC[O:15]3)[CH2:13][CH2:12]2)=[CH:7][CH:6]=1)(=[O:4])=[O:3].OS(O)(=O)=O.O1CCCC1>O>[CH3:1][S:2]([C:5]1[CH:6]=[CH:7][C:8]([N:11]2[CH2:20][CH2:19][C:14](=[O:15])[CH2:13][CH2:12]2)=[CH:9][CH:10]=1)(=[O:4])=[O:3] |f:1.2|. Procedure details: A mixture of 12.97 g (0.0436 mol) of the ketal of (A) and 200 ml of 10% H2SO4 /tetrahydrofuran (2:1) solution is stirred at 60°-70° C. for 4 hrs and is then allowed to stand at room temperature for 3 days. The mixture is diluted with water and extracted with methylene chloride. The combined extracts are washed with brine, dried over Na2SO4, and concentrated in vacuo. Trituration with ethyl ether gives 10.07 g (91%) of title compound as a white solid: m.p. 183°-185° C.; IR (KBr) 3410, 1710, 1585,... Reactants: O=C(n1ccnc1)n1ccnc1, CC(C)(NC(=O)OCc1ccccc1)C(=O)O, Cl, Cl, NC(=O)c1cccc(N)c1N, CN(C)C=O, c1ccncc1. The product is CC(C)(NC(=O)OCc1ccccc1)C(=O)Nc1cccc(C(N)=O)c1N. RXN SMILES: [C:18]([n:19]1[cH:20][cH:21][n:22][cH:23]1)([n:24]1[cH:25][cH:26][n:27][cH:28]1)=[O:29].[CH2:1]([c:2]1[cH:3][cH:4][cH:5][cH:6][cH:7]1)[O:8][C:9](=[O:10])[NH:11][C:12]([C:13](=[O:14])[OH:15])([CH3:16])[CH3:17].[ClH:30].[ClH:31].[NH2:32][c:33]1[c:34]([C:35](=[O:36])[NH2:37])[cH:38][cH:39][cH:40][c:41]1[NH2:42].[O:49]=[CH:50][N:51]([CH3:52])[CH3:53].[cH:43]1[cH:44][cH:45][n:46][cH:47][cH:48]1>>[CH2:1]([c:2]1[cH:3][cH:4][cH:5][cH:6][cH:7]1)[O:8][C:9](=[O:10])[NH:11][C:12]([C:13](=[O:15])[NH:42][c:41]1[c:33]([NH2:32])[c:34]([C:35](=[O:36])[NH2:37])[cH:38][cH:39][cH:40]1)([CH3:16])[CH3:17]. Starting materials: C, CCO, CCOC(=O)c1cc(-c2ccccn2)[nH]c1Cl, Cl, [Pd]. The product is CCOC(=O)c1c[nH]c(-c2ccccn2)c1. Reaction SMILES: [C:22].[CH3:19][CH2:20][OH:21].[Cl:2][c:3]1[nH:4][c:5](-[c:13]2[n:14][cH:15][cH:16][cH:17][cH:18]2)[cH:6][c:7]1[C:8](=[O:9])[O:10][CH2:11][CH3:12].[ClH:1].[Pd:23]>>[cH:3]1[nH:4][c:5](-[c:13]2[n:14][cH:15][cH:16][cH:17][cH:18]2)[cH:6][c:7]1[C:8](=[O:9])[O:10][CH2:11][CH3:12]. Starting materials: CC(=O)C (Acetone), Cl (hydrochloric acid), ClC=1C=C(CCl)C=CC1Cl (3,4-dichlorobenzylchloride), [Mg] (magnesium), [Mg] (magnesium). Run in CCOCC (ether). Product: ClC=1C=C(C=CC1Cl)CC(C)(O)C (1-(3,4-dichlorophenyl)-2-methyl-2-propanol). The yield is 56.2%. Reaction SMILES: [Cl:1][C:2]1[CH:3]=[C:4]([CH:7]=[CH:8][C:9]=1[Cl:10])[CH2:5]Cl.[Mg].[CH3:12][C:13]([CH3:15])=[O:14].Cl>CCOCC>[Cl:1][C:2]1[CH:3]=[C:4]([CH2:5][C:13]([CH3:15])([OH:14])[CH3:12])[CH:7]=[CH:8][C:9]=1[Cl:10]. Reported procedure: A solution of 3,4-dichlorobenzylchloride (49.2 g, 0.254 mole) in dry ether (125 ml) was added dropwise during one hour to magnesium (6.08 g, 0.250 mole) in a three-necked flask equipped with stirrer and reflux condenser. Refluxing was continued until all the magnesium was dissolved and the solution was then cooled. Acetone (15.0 g, 0.258 mole) was added dropwise and the solution heated to reflux for three hours. After cooling the reaction mixture was poured out on ice (125 ml) and a concentrated...